Dataset: the Open Reaction Database (ORD), a public repository of structured organic reaction records. Task: describe an organic reaction: reactants, conditions, products, and yield Starting materials: FC1=C(C=CC(=C1)F)C1(OC1)C(C)C1=CC=NC=C1 (2-(2,4-Difluorophenyl)-2-(1-[pyridin-4-yl]ethyl)oxirane), ClCCl.CO (dichloromethane methanol), [Na].N1N=CN=C1 (1H-1,2,4-triazole sodium salt), crude product. The solvent is CN(C=O)C (N,N-dimethylformamide). Product: FC1=C(C=CC(=C1)F)C(CN1N=CN=C1)(C(C)C1=CC=NC=C1)O (2-(2,4-Difluorophenyl)-3-(pyridin-4-yl)-1-(1H-1,2,4-triazol-1-yl)butan-2-ol). RXN SMILES: [F:1][C:2]1[CH:7]=[C:6]([F:8])[CH:5]=[CH:4][C:3]=1[C:9]1([CH:12]([C:14]2[CH:19]=[CH:18][N:17]=[CH:16][CH:15]=2)[CH3:13])[CH2:11][O:10]1.[Na].[NH:21]1[CH:25]=[N:24][CH:23]=[N:22]1.ClCCl.CO>CN(C)C=O>[F:1][C:2]1[CH:7]=[C:6]([F:8])[CH:5]=[CH:4][C:3]=1[C:9]([OH:10])([CH:12]([C:14]1[CH:19]=[CH:18][N:17]=[CH:16][CH:15]=1)[CH3:13])[CH2:11][N:21]1[CH:25]=[N:24][CH:23]=[N:22]1 |f:1.2,3.4,^1:19|. Procedure: Treatment of the product of part (i) (1.02 g) with 1H-1,2,4-triazole sodium salt (0.71 g) in N,N-dimethylformamide (10 ml) by the method of Example 1(ii), followed by chromatography of the crude product on silica gel using dichloromethane/methanol (97:3) as eluant, first gave, after combination and evaporation of appropriate fractions, the title compound, diastereoisomeric pair A, (0.22 g), m.p. 161°-163° (from ether). Reactants: CCCCN(C(=O)NC1CCCCC1)c1c2ccccc2nn1-c1ccc(Cl)cc1, CN1CCCC1=O, Nc1cccc(Cl)c1. The product is Clc1ccc(-n2nc3ccccc3c2Nc2cccc(Cl)c2)cc1. As a reaction SMILES: [CH2:1]([N:2]([C:3]([NH:4][CH:5]1[CH2:6][CH2:7][CH2:8][CH2:9][CH2:10]1)=[O:11])[c:15]1[n:16](-[c:24]2[cH:25][cH:26][c:27]([Cl:30])[cH:28][cH:29]2)[n:17][c:18]2[cH:19][cH:20][cH:21][cH:22][c:23]12)[CH2:12][CH2:13][CH3:14].[CH3:39][N:40]1[CH2:41][CH2:42][CH2:43][C:44]1=[O:45].[Cl:31][c:32]1[cH:33][c:34]([NH2:38])[cH:35][cH:36][cH:37]1>>[c:15]1([NH:38][c:34]2[cH:33][c:32]([Cl:31])[cH:37][cH:36][cH:35]2)[n:16](-[c:24]2[cH:25][cH:26][c:27]([Cl:30])[cH:28][cH:29]2)[n:17][c:18]2[cH:19][cH:20][cH:21][cH:22][c:23]12. Reactants: N,N-dicyclohexylcarbodiimide, ClC1=CC(=C(C=C1)NC(=O)C1=C(CCCC1)C(=O)O)F (2-(4-chloro-2-fluorophenylaminocarbonyl)-1-cyclohexene-1-carboxylic acid). The solvent is O1CCOCC1 (dioxane), O1CCOCC1 (dioxane). Run at time 1 hour. Product: ClC1=CC(=C(C=C1)N=C1OC(C=2CCCCC12)=O)F (3-(4-chloro-2-fluorophenylimino)-4,5,6,7-tetrahydro-1-(3H)-isobenzofuranone). RXN SMILES: [Cl:1][C:2]1[CH:7]=[CH:6][C:5]([NH:8][C:9]([C:11]2[CH2:16][CH2:15][CH2:14][CH2:13][C:12]=2[C:17]([OH:19])=[O:18])=O)=[C:4]([F:20])[CH:3]=1>O1CCOCC1>[Cl:1][C:2]1[CH:7]=[CH:6][C:5]([N:8]=[C:9]2[C:11]3[CH2:16][CH2:15][CH2:14][CH2:13][C:12]=3[C:17](=[O:19])[O:18]2)=[C:4]([F:20])[CH:3]=1. Reported procedure: A solution of 0.4 parts of N,N-dicyclohexylcarbodiimide in 5 parts of dioxane was added at once to a solution of 0.6 parts of 2-(4-chloro-2-fluorophenylaminocarbonyl)-1-cyclohexene-1-carboxylic acid in 5 parts of dioxane to form a slurry. After stirring the slurry for 1 hour, the resulting solid 1,3-dicyclohexylurea was filtered. The filtrate was evaporated under reduced pressure of 300 mm. Hg at 25° C to a yellow, semisolid residue from which 0.27 parts of 3-(4-chloro-2-fluorophenylimino)-4,5,6...